From a dataset of the Open Reaction Database (ORD), a public repository of structured organic reaction records. describe an organic reaction: reactants, conditions, products, and yield Reactants: [Br-].COC(=O)C1=CC=C(C[P+](C2=CC=CC=C2)(C2=CC=CC=C2)C2=CC=CC=C2)C=C1 ((4-Methoxycarbonylbenzyl)triphenylphosphonium bromide), C[Si](C)(C)[N-][Si](C)(C)C.[Li+] (Lithium bis-(trimethylsilyl)amide), C(C1=CC=CC=C1)OC=1C(=NC=CC1)C=O (3-benzyloxy-2-pyridinecarbaldehyde). The solvent is C1CCOC1 (THF), C1CCOC1 (THF). Conditions: time 1 hour. Yields the product C(C1=CC=CC=C1)OC=1C(=NC=CC1)C=CC1=CC=C(C(=O)OC)C=C1 (methyl 4-[2-(3-benzyloxy-2-pyridyl)ethenyl]benzoate). Reaction SMILES: [Br-].[CH3:2][O:3][C:4]([C:6]1[CH:31]=[CH:30][C:9]([CH2:10][P+](C2C=CC=CC=2)(C2C=CC=CC=2)C2C=CC=CC=2)=[CH:8][CH:7]=1)=[O:5].C[Si]([N-][Si](C)(C)C)(C)C.[Li+].[CH2:42]([O:49][C:50]1[C:51]([CH:56]=O)=[N:52][CH:53]=[CH:54][CH:55]=1)[C:43]1[CH:48]=[CH:47][CH:46]=[CH:45][CH:44]=1>C1COCC1>[CH2:42]([O:49][C:50]1[C:51]([CH:56]=[CH:10][C:9]2[CH:8]=[CH:7][C:6]([C:4]([O:3][CH3:2])=[O:5])=[CH:31][CH:30]=2)=[N:52][CH:53]=[CH:54][CH:55]=1)[C:43]1[CH:44]=[CH:45][CH:46]=[CH:47][CH:48]=1 |f:0.1,2.3|. Procedure details: (4-Methoxycarbonylbenzyl)triphenylphosphonium bromide (4.42 g, 9.00 mmol) was suspended in THF (50 ml) under argon. Lithium bis-(trimethylsilyl)amide (1M in THF, 10.8 ml) was added and the deep orange reaction was stirred at ambient temperature for 1 hour. A solution of 3-benzyloxy-2-pyridinecarbaldehyde (2.0 g, 9.4 mmol) in THF (20 ml) was added and the reaction was stirred at ambient temperature for 2 hours 30 minutes. The reaction was partitioned between EtOAc/water, the aqueous phase was ext... Starting materials: C(=O)(C(F)(F)F)O (TFA), C(C1=CC=CC=C1)OC=1C(=NN(C1)C1=C(C=CC=C1)F)NC(=O)OC(C)(C)C (4-benzyloxy-3-(tert-butoxycarbonyl)amino-1-(2-fluorophenyl)pyrazole), [OH-].[Na+] (NaOH). Solvent: CCOC(=O)C (EtOAc), C(Cl)(Cl)Cl (CHCl3). Run at time 1.5 hour. Product: NC1=NN(C=C1OCC1=CC=CC=C1)C1=C(C=CC=C1)F (3-amino-4-benzyloxy-1-(2-fluorophenyl)pyrazole). Yield: 77.3%. Reaction SMILES: C(O)(C(F)(F)F)=O.[CH2:8]([O:15][C:16]1[C:17]([NH:28]C(OC(C)(C)C)=O)=[N:18][N:19]([C:21]2[CH:26]=[CH:25][CH:24]=[CH:23][C:22]=2[F:27])[CH:20]=1)[C:9]1[CH:14]=[CH:13][CH:12]=[CH:11][CH:10]=1.[OH-].[Na+]>C(Cl)(Cl)Cl.CCOC(C)=O>[NH2:28][C:17]1[C:16]([O:15][CH2:8][C:9]2[CH:14]=[CH:13][CH:12]=[CH:11][CH:10]=2)=[CH:20][N:19]([C:21]2[CH:26]=[CH:25][CH:24]=[CH:23][C:22]=2[F:27])[N:18]=1 |f:2.3|. Procedure: TFA (2 mL) was added to a solution of 4-benzyloxy-3-(tert-butoxycarbonyl)amino-1-(2-fluorophenyl)pyrazole (1.30 g) in CHCl3 (5 mL) at room temperature and the mixture was stirred for 1.5 hours at room temperature. After being neutralized with 5N NaOH, the mixture was diluted with EtOAc and washed with H2O, sat. NaHCO3 and brine. The organic layer was dried over anhydrous magnesium sulfate and concentrated in vacuo. The semicrystalline residue was triturated with hexane overnight and filtered to ... The reactants are COc1ccc(C(=O)Cl)cc1, ClCCl, Cl, CC(C)c1nnc(NS(=O)(=O)c2ccc(CCN)cc2)s1. The product is COc1ccc(C(=O)NCCc2ccc(S(=O)(=O)Nc3nnc(C(C)C)s3)cc2)cc1. RXN SMILES: [CH3:1][O:2][c:3]1[cH:4][cH:5][c:6]([C:7](=[O:8])[Cl:9])[cH:10][cH:11]1.[Cl:34][CH2:35][Cl:36].[ClH:12].[NH2:13][CH2:14][CH2:15][c:16]1[cH:17][cH:18][c:19]([S:22](=[O:23])(=[O:24])[NH:25][c:26]2[s:27][c:28]([CH:31]([CH3:32])[CH3:33])[n:29][n:30]2)[cH:20][cH:21]1>>[CH3:1][O:2][c:3]1[cH:4][cH:5][c:6]([C:7](=[O:8])[NH:13][CH2:14][CH2:15][c:16]2[cH:17][cH:18][c:19]([S:22](=[O:23])(=[O:24])[NH:25][c:26]3[s:27][c:28]([CH:31]([CH3:32])[CH3:33])[n:29][n:30]3)[cH:20][cH:21]2)[cH:10][cH:11]1. The reactants are Cn1cnc(C(=O)N(Cc2cccc(OC(F)(F)F)c2)CC2C3CNCC32)c1, O=CC1CC1, Cl. Product: Cn1cnc(C(=O)N(Cc2cccc(OC(F)(F)F)c2)CC2C3CN(CC4CC4)CC32)c1. As a reaction SMILES: [CH:2]12[CH2:3][NH:4][CH2:5][CH:6]1[CH:7]2[CH2:8][N:9]([C:10](=[O:11])[c:12]1[n:13][cH:14][n:15]([CH3:17])[cH:16]1)[CH2:18][c:19]1[cH:20][c:21]([O:25][C:26]([F:27])([F:28])[F:29])[cH:22][cH:23][cH:24]1.[CH:30]1([CH:33]=[O:34])[CH2:31][CH2:32]1.[ClH:1]>>[CH:2]12[CH2:3][N:4]([CH2:33][CH:30]3[CH2:31][CH2:32]3)[CH2:5][CH:6]1[CH:7]2[CH2:8][N:9]([C:10](=[O:11])[c:12]1[n:13][cH:14][n:15]([CH3:17])[cH:16]1)[CH2:18][c:19]1[cH:20][c:21]([O:25][C:26]([F:27])([F:28])[F:29])[cH:22][cH:23][cH:24]1.